From a dataset of the Open Reaction Database (ORD), a public repository of structured organic reaction records. describe an organic reaction: reactants, conditions, products, and yield The reactants are suspension, NC1=C(C(=O)O)C=C(C=C1Br)F (2-amino-3-bromo-5-fluorobenzoic acid), B (borane). Run in C1CCOC1 (THF). Reaction conditions: time 24 hour. Yields the product NC1=C(C=C(C=C1Br)F)CO ((2-Amino-3-bromo-5-fluorophenyl)methanol). Yield: 90.0%. As a reaction SMILES: [NH2:1][C:2]1[C:10]([Br:11])=[CH:9][C:8]([F:12])=[CH:7][C:3]=1[C:4](O)=[O:5].B>C1COCC1>[NH2:1][C:2]1[C:10]([Br:11])=[CH:9][C:8]([F:12])=[CH:7][C:3]=1[CH2:4][OH:5]. Reported procedure: To a 0.5M suspension of 2-amino-3-bromo-5-fluorobenzoic acid in THF in an ice bath was slowly added borane (1.0M/THF, 3 eq). The reaction mixture was stirred at ambient temperature for 24 h. The mixture was recooled to 0° C. and quenched with methanol and concentrated to remove solvent. The residue was taken into ethyl acetate and organic phase was washed with water, saturated sodium bicarbonate, brine, dried over sodium sulfate and concentrated to give yellow solid in 90% yield. ES/MS m/z 220/2...